This data is from the Open Reaction Database (ORD), a public repository of structured organic reaction records. The task is: describe an organic reaction: reactants, conditions, products, and yield The reactants are C([O-])([O-])=O.[K+].[K+] (potassium carbonate), 5, OC1=CC=C(C=2OCCOC21)C(C)=O (5-hydroxyl 8-acetyl-1,4-benzodioxane), C(C1=CC=CC=C1)Cl (benzyl chloride). Run in alcohol. The product is C(C1=CC=CC=C1)OC1COC2=C(O1)C(=CC=C2)C(C)=O (benzyloxy-8-acetyl-1,4-benzodioxane). The yield is 95.0%. RXN SMILES: O[C:2]1[C:11]2[O:10][CH2:9][CH2:8][O:7][C:6]=2[C:5]([C:12](=[O:14])[CH3:13])=[CH:4][CH:3]=1.[CH2:15](Cl)[C:16]1[CH:21]=[CH:20][CH:19]=[CH:18][CH:17]=1.C(=O)([O-])[O-:24].[K+].[K+]>>[CH2:15]([O:24][CH:8]1[O:7][C:6]2[C:5]([C:12](=[O:14])[CH3:13])=[CH:4][CH:3]=[CH:2][C:11]=2[O:10][CH2:9]1)[C:16]1[CH:21]=[CH:20][CH:19]=[CH:18][CH:17]=1 |f:2.3.4|. Reported procedure: A suspension of 97 g (0.5 mole) of 5 hydroxy-8-acetyl-1,4-benzodioxane (VIIi), of 127 g (1 mole) of benzyl chloride and 155 g (1.12 mole) of potassium carbonate in 150 ml of absolute alcohol was brought to reflux for 24 hours. After filtration the solvent was evaporated, the residue was taken up in chloroform, washed with a solution of soda (NaOH) 1 N, the solvent was evaporated and the product was crystallized in alcohol, 135 g of product expected were obtained. Reactants: NC1=CC=C(C=C1)C1=CC=C(C=C1)C#N (4-Amino-4′-cyanobiphenyl), C(C)S(=O)(=O)Cl (ethanesulfonyl chloride). Solvent: ClCCl (dichloromethane), ClCCl (dichloromethane). Conditions: time 18 hour. The product is C(#N)C1=CC=C(C=C1)C1=CC=C(C=C1)NS(=O)(=O)CC (N-(4-(4-Cyanophenyl)phenyl)-N-ethylsulfonylamine). As a reaction SMILES: [NH2:1][C:2]1[CH:7]=[CH:6][C:5]([C:8]2[CH:13]=[CH:12][C:11]([C:14]#[N:15])=[CH:10][CH:9]=2)=[CH:4][CH:3]=1.[CH2:16]([S:18](Cl)(=[O:20])=[O:19])[CH3:17]>ClCCl>[C:14]([C:11]1[CH:12]=[CH:13][C:8]([C:5]2[CH:4]=[CH:3][C:2]([NH:1][S:18]([CH2:16][CH3:17])(=[O:20])=[O:19])=[CH:7][CH:6]=2)=[CH:9][CH:10]=1)#[N:15]. Reported procedure: 4-Amino-4′-cyanobiphenyl (1.03 g, 5.3 mmol) (TCI) was dissolved in a mixture of 8 ml dichloromethane/2 ml pyridine was treated with ethanesulfonyl chloride (0.61 g, 5.3 mmol) and stirred for 18 h at room temperature. The solution was diluted with dichloromethane and washed twice with 1N HCl. The organic phase was separated, dried over sodium sulfate, filtered, and concentrated in vacuo to afford the title compound. 1H NMR: 7.75 (d,2H,J=8 Hz), 7.67 (d,2H,J=8 Hz), 7.60 (d,2H,J=8 Hz), 7.37 (d,2H,J=... The reactants are O=C1C2=C(SC3=C(C1)C=CC=C3)C=C(C=C2)C(=O)O (10,11-dihydro-11-oxodibenzo-[b,f]thiepin-3-carboxylic acid), [BH4-].[Na+] (sodium borohydride). Solvent: C([O-])(O)=O.[Na+] (sodium bicarbonate). Run at time 0.5 hour. The product is OC1C2=C(SC3=C(C1)C=CC=C3)C=C(C=C2)C(=O)O (10,11-Dihydro-11-hydroxydibenzo[b,f]thiepin-3-carboxylic Acid). Isolated yield 96.2%. Reaction SMILES: [O:1]=[C:2]1[CH2:8][C:7]2[CH:9]=[CH:10][CH:11]=[CH:12][C:6]=2[S:5][C:4]2[CH:13]=[C:14]([C:17]([OH:19])=[O:18])[CH:15]=[CH:16][C:3]1=2.[BH4-].[Na+]>C(=O)(O)[O-].[Na+]>[OH:1][CH:2]1[CH2:8][C:7]2[CH:9]=[CH:10][CH:11]=[CH:12][C:6]=2[S:5][C:4]2[CH:13]=[C:14]([C:17]([OH:19])=[O:18])[CH:15]=[CH:16][C:3]1=2 |f:1.2,3.4|. Procedure: 16.3 G. 10,11-dihydro-11-oxodibenzo-[b,f]thiepin-3-carboxylic acid is stirred in aqueous sodium bicarbonate solution and 5 g. sodium borohydride is added in portions. The foaming mixture is stirred for an additional half hour. The solution is extracted with ether and the aqueous layer acidified with hydrochloric acid and the solid filtered and dried to yield 15.8 g. of the desired yellow solid (96.2% yield), m.p. 202°-204° C. Procedure details: In the manner described in example 3, 2-bromophenylacetic acid is condensed with 2-fluoroaniline to yield 2-[(2-fluorophenyl)amino]phenylacetic acid. Product: FC1=C(C=CC=C1)NC1=C(C=CC=C1)CC(=O)O (2-[(2-fluorophenyl)amino]phenylacetic acid). RXN SMILES: Br[C:2]1[CH:7]=[CH:6][CH:5]=[CH:4][C:3]=1[CH2:8][C:9]([OH:11])=[O:10].[F:12][C:13]1[CH:19]=[CH:18][CH:17]=[CH:16][C:14]=1[NH2:15]>>[F:12][C:13]1[CH:19]=[CH:18][CH:17]=[CH:16][C:14]=1[NH:15][C:2]1[CH:7]=[CH:6][CH:5]=[CH:4][C:3]=1[CH2:8][C:9]([OH:11])=[O:10]. Starting materials: BrC1=C(C=CC=C1)CC(=O)O (2-bromophenylacetic acid), FC1=C(N)C=CC=C1 (2-fluoroaniline). The reactants are Cl.NC(C(C)O)CCCCCC (3-Amino-2-nonanol hydrochloride), [BH4-].[K+] (Potassium borohydride). Solvent: CO (methanol). Conditions: time 3 hour. Product: NC(C(C)O)CCCCCC (3-amino-2-nonanol). Isolated yield 75.0%. RXN SMILES: Cl.[NH2:2][CH:3]([CH2:7][CH2:8][CH2:9][CH2:10][CH2:11][CH3:12])[CH:4]([OH:6])[CH3:5].[BH4-].[K+]>CO>[NH2:2][CH:3]([CH2:7][CH2:8][CH2:9][CH2:10][CH2:11][CH3:12])[CH:4]([OH:6])[CH3:5] |f:0.1,2.3|. Reported procedure: 3-Amino-2-nonanol hydrochloride (43.8 g, 0.226 mole) was dissolved in absolute methanol (150 ml) and cooled to -10° in an ice-salt bath. 1. Potassium borohydride (24.4 g, 0.45 mole) 2. was added in small portions over a 2-3 hr. period. The mixture is then kept at -10° to -15° for 3 hr. 3,4. and slowly allowed to reach room temperature (22°), then stirred overnight (20 hr.) at room temperature. The mixture is then evaporated to dryness (syrup) in vacuo and partitioned between H2O (150 ml) and chl... Starting materials: BrC=1C=C2C(=CC1)NC[C@@]21CN(CC1)C(=O)OC(C)(C)C ((S)-t-butyl 5-bromospiro[indoline-3,3′-pyrrolidine]-1′-carboxylate), Cl.NC=1SC(=CN1)F (2-amino-5-fluorothiazole hydrochloride), ClC(=O)OC (methyl chloroformate). The product is BrC=1C=C2C(=CC1)N(C[C@@]21CN(CC1)C(=O)OC)C(NC=1SC(=CN1)F)=O ((S)-methyl 5-bromo-1-((5-fluorothiazol-2-yl)carbamoyl)spiro[indoline-3,3′-pyrrolidine]-1′-carboxylate). As a reaction SMILES: [Br:1][C:2]1[CH:3]=[C:4]2[C@@:10]3([CH2:14][CH2:13][N:12]([C:15]([O:17][C:18](C)(C)C)=[O:16])[CH2:11]3)[CH2:9][NH:8][C:5]2=[CH:6][CH:7]=1.Cl.[NH2:23][C:24]1[S:25][C:26]([F:29])=[CH:27][N:28]=1.Cl[C:31](OC)=[O:32]>>[Br:1][C:2]1[CH:3]=[C:4]2[C@@:10]3([CH2:14][CH2:13][N:12]([C:15]([O:17][CH3:18])=[O:16])[CH2:11]3)[CH2:9][N:8]([C:31](=[O:32])[NH:23][C:24]3[S:25][C:26]([F:29])=[CH:27][N:28]=3)[C:5]2=[CH:6][CH:7]=1 |f:1.2|. Reported procedure: The captioned compound was obtained in the form of a white solid by performing the same reactions and/or treatments as those in Examples 1, 2, and 3, with the exceptions that (S)-t-butyl 5-bromospiro[indoline-3,3′-pyrrolidine]-1′-carboxylate was used instead of t-butyl 5-bromospiro[indoline-3,3′-pyrrolidine]-1′-carboxylate, that 2-amino-5-fluorothiazole hydrochloride was used instead of 2-amino-5-chlorothiazole hydrochloride, and that methyl chloroformate was used instead of acetyl chloride. Reactants: CC=1N=C(NC1)CC1=C(C=CC=C1)N (4-methyl-2-(2-aminobenzyl)imidazole), C(=O)(N1C=NC=C1)N1C=NC=C1 (1,1'-carbonyldiimidazole). Run in C(Cl)Cl (methylene chloride). Reaction conditions: time 8 hour. Yields the product CC=1N=C2N(C(NC3=C(C2)C=CC=C3)=O)C1 (2-methyl-11H-imidazo[1,2-c][1,3]benzodiazepine-5(6H)-one). RXN SMILES: [CH3:1][C:2]1[N:3]=[C:4]([CH2:7][C:8]2[CH:13]=[CH:12][CH:11]=[CH:10][C:9]=2[NH2:14])[NH:5][CH:6]=1.[C:15](N1C=CN=C1)(N1C=CN=C1)=[O:16]>C(Cl)Cl>[CH3:1][C:2]1[N:3]=[C:4]2[CH2:7][C:8]3[CH:13]=[CH:12][CH:11]=[CH:10][C:9]=3[NH:14][C:15](=[O:16])[N:5]2[CH:6]=1. Procedure details: A mixture of 18.61 g of 4-methyl-2-(2-aminobenzyl)imidazole, 16.12 g of 1,1'-carbonyldiimidazole and 375 ml of methylene chloride is stirred at room temperature overnight. The methylene chloride is evaporated to a small volume, the mixture is cooled to 0° and the solids are filtered and washed with ether to give 2-methyl-11H-imidazo[1,2-c][1,3]benzodiazepine-5(6H)-one, m.p. 234.5°-236.5°. The reactants are OC=1C(C2=CC=CC=C2C(C1)=O)=O (2-hydroxy-1,4-naphthoquinone), N12CCCCCC2=NCCC1 (1,8-Diazabicyclo[5.4.0]undec-7-ene), C(=C)S(=O)(=O)C (methyl vinyl sulfone), BrBr (bromine), N12CCCCCC2=NCCC1 (1,8-Diazabicyclo[5.4.0]undec-7-ene). The solvent is ClCCl (dichloromethane). Product: O1C2=C(C=C1)C(C1=CC=CC=C1C2=O)=O (naphtho[2,3-b]furan-4,9-dione). Isolated yield 24.6%. As a reaction SMILES: [CH:1](S(C)(=O)=O)=[CH2:2].BrBr.N12CCCN=C1CCCCC2.[OH:20][C:21]1[C:22](=[O:32])[C:23]2[C:28]([C:29](=[O:31])[CH:30]=1)=[CH:27][CH:26]=[CH:25][CH:24]=2>ClCCl>[O:20]1[CH:2]=[CH:1][C:30]2[C:29](=[O:31])[C:28]3[C:23]([C:22](=[O:32])[C:21]1=2)=[CH:24][CH:25]=[CH:26][CH:27]=3. Procedure details: To the solution of 5 grams (47.2 mmoles) of methyl vinyl sulfone in 100 mL of dichloromethane, 7.9 grams (49.5 mmoles) of bromine was added. The mixture was refluxed for 6 hours, and then evaporated to sticky residue. To the residue solution in 150 mL of tetrahydrofitran cooled in ice bath, 7.5 grams (49.5 mmoles) of 1,8-Diazabicyclo[5.4.0]undec-7-ene (DBU) was dropped slowly over 20 minutes while stirring vigorously. The reaction mixture was further stirred for 30 minutes in ice bath, then 8.2 ... Reactants: Cc1nc(NC(=O)c2c(F)cccc2F)sc1Br, Cc1ccc(-c2ncco2)cc1B1OC(C)(C)C(C)(C)O1, Cc1ccccc1, [Na+], O=C([O-])O, c1ccc(P(CCCCP(c2ccccc2)c2ccccc2)c2ccccc2)cc1. Yields the product Cc1ccc(-c2ncco2)cc1-c1sc(NC(=O)c2c(F)cccc2F)nc1C. Reaction SMILES: [Br:1][c:2]1[c:3]([CH3:18])[n:4][c:5]([NH:7][C:8]([c:9]2[c:10]([F:16])[cH:11][cH:12][cH:13][c:14]2[F:15])=[O:17])[s:6]1.[CH3:19][c:20]1[c:21]([B:31]2[O:32][C:33]([CH3:34])([CH3:35])[C:36]([CH3:37])([CH3:38])[O:39]2)[cH:22][c:23](-[c:26]2[o:27][cH:28][cH:29][n:30]2)[cH:24][cH:25]1.[CH3:75][c:76]1[cH:77][cH:78][cH:79][cH:80][cH:81]1.[Na+:44].[O-:40][C:41]([OH:42])=[O:43].[c:45]1([P:46]([c:47]2[cH:48][cH:49][cH:50][cH:51][cH:52]2)[CH2:53][CH2:54][CH2:55][CH2:56][P:57]([c:58]2[cH:59][cH:60][cH:61][cH:62][cH:63]2)[c:64]2[cH:65][cH:66][cH:67][cH:68][cH:69]2)[cH:70][cH:71][cH:72][cH:73][cH:74]1>>[c:2]1(-[c:21]2[c:20]([CH3:19])[cH:25][cH:24][c:23](-[c:26]3[o:27][cH:28][cH:29][n:30]3)[cH:22]2)[c:3]([CH3:18])[n:4][c:5]([NH:7][C:8]([c:9]2[c:10]([F:16])[cH:11][cH:12][cH:13][c:14]2[F:15])=[O:17])[s:6]1. Reactants: C1CCNCC1, Cc1[nH]c(C=O)c(C)c1C(=O)N1CCOCC1, CCO, O=C1Cc2c(ncnc2Nc2ccc(F)c(Cl)c2)N1. Yields the product Cc1[nH]c(C=C2C(=O)Nc3ncnc(Nc4ccc(F)c(Cl)c4)c32)c(C)c1C(=O)N1CCOCC1. As a reaction SMILES: [CH2:37]1[CH2:38][CH2:39][NH:40][CH2:41][CH2:42]1.[CH3:20][c:21]1[c:22]([CH:35]=[O:36])[nH:23][c:24]([CH3:34])[c:25]1[C:26](=[O:27])[N:28]1[CH2:29][CH2:30][O:31][CH2:32][CH2:33]1.[CH3:43][CH2:44][OH:45].[Cl:1][c:2]1[cH:3][c:4]([NH:9][c:10]2[c:11]3[c:12]([n:13][cH:14][n:15]2)[NH:16][C:17](=[O:19])[CH2:18]3)[cH:5][cH:6][c:7]1[F:8]>>[Cl:1][c:2]1[cH:3][c:4]([NH:9][c:10]2[c:11]3[c:12]([n:13][cH:14][n:15]2)[NH:16][C:17](=[O:19])[C:18]3=[CH:35][c:22]2[c:21]([CH3:20])[c:25]([C:26](=[O:27])[N:28]3[CH2:29][CH2:30][O:31][CH2:32][CH2:33]3)[c:24]([CH3:34])[nH:23]2)[cH:5][cH:6][c:7]1[F:8].